Dataset: the Open Reaction Database (ORD), a public repository of structured organic reaction records. Task: describe an organic reaction: reactants, conditions, products, and yield Starting materials: BrCCCOC=1C=C(C=CC1)C1=NOC2=C1SC=C2 (3-[3-(3-bromo-propoxy)-phenyl]-thieno[2,3-d]isoxazole), C([O-])([O-])=O.[K+].[K+] (potassium carbonate), N1CCCCC1 (piperidine). Product: N1(CCCCC1)CCCOC=1C=C(C=CC1)C1=NOC2=C1SC=C2 (3-[3-(3-piperidin-1-yl-propoxy)-phenyl]-thieno[2,3-d]isoxazole). Reaction SMILES: Br[CH2:2][CH2:3][CH2:4][O:5][C:6]1[CH:7]=[C:8]([C:12]2[C:16]3[S:17][CH:18]=[CH:19][C:15]=3[O:14][N:13]=2)[CH:9]=[CH:10][CH:11]=1.C(=O)([O-])[O-].[K+].[K+].[NH:26]1[CH2:31][CH2:30][CH2:29][CH2:28][CH2:27]1>C(#N)C>[N:26]1([CH2:2][CH2:3][CH2:4][O:5][C:6]2[CH:7]=[C:8]([C:12]3[C:16]4[S:17][CH:18]=[CH:19][C:15]=4[O:14][N:13]=3)[CH:9]=[CH:10][CH:11]=2)[CH2:31][CH2:30][CH2:29][CH2:28][CH2:27]1 |f:1.2.3|. Procedure: The title compound is prepared from 3-[3-(3-bromo-propoxy)-phenyl]-thieno[2,3-d]isoxazole, potassium carbonate, piperidine, and acetonitrile essentially as described above in example 56. Purity by LC/MS (APCI)=98%, [M+H]+=343. Run in C(C)#N (acetonitrile). Yields the product CC(=O)C1(O)CCC2C3C=C(Cl)C4=CC(=O)OCC4(C)C3CCC21C. Reactants: CC(=O)OC1(C(C)=O)CCC2C3C=C(Cl)C4=CC(=O)OCC4(C)C3CCC21C, CO, C1CCOC1, O. Reaction SMILES: [C:1](=[O:2])([CH3:3])[O:4][C:5]1([C:6]([CH3:7])=[O:8])[CH2:9][CH2:10][CH:11]2[CH:12]3[CH:13]=[C:14]([Cl:28])[C:15]4=[CH:16][C:17](=[O:27])[O:18][CH2:19][C:20]4([CH3:21])[CH:22]3[CH2:23][CH2:24][C:25]12[CH3:26].[CH3:29][OH:30].[O:31]1[CH2:32][CH2:33][CH2:34][CH2:35]1.[OH2:36]>>[OH:4][C:5]1([C:6]([CH3:7])=[O:8])[CH2:9][CH2:10][CH:11]2[CH:12]3[CH:13]=[C:14]([Cl:28])[C:15]4=[CH:16][C:17](=[O:27])[O:18][CH2:19][C:20]4([CH3:21])[CH:22]3[CH2:23][CH2:24][C:25]12[CH3:26]. Starting materials: Cc1ccc(S(=O)(=O)N2CC2Cc2ccccc2)cc1, F, c1ccncc1. RXN SMILES: [CH2:8]([c:9]1[cH:10][cH:11][cH:12][cH:13][cH:14]1)[CH:15]1[N:16]([S:18](=[O:19])(=[O:20])[c:21]2[cH:22][cH:23][c:24]([CH3:27])[cH:25][cH:26]2)[CH2:17]1.[FH:7].[n:1]1[cH:2][cH:3][cH:4][cH:5][cH:6]1>>[F:7][CH:15]([CH2:8][c:9]1[cH:10][cH:11][cH:12][cH:13][cH:14]1)[CH2:17][NH:16][S:18](=[O:19])(=[O:20])[c:21]1[cH:22][cH:23][c:24]([CH3:27])[cH:25][cH:26]1. The product is Cc1ccc(S(=O)(=O)NCC(F)Cc2ccccc2)cc1. Reactants: NC1=C(C=CC=C1)SCC(C(=O)O)C1=C(C=CC=C1)OC (α-[[(2-amino phenyl)-thio]-methyl]-2-methoxy-benzeneacetic acid), C1(CCCCC1)N=C=NC1CCCCC1 (dicyclohexylcarbodiimide). The solvent is C(C)O (ethanol). The product is COC1=C(C=CC=C1)C1CSC2=C(NC1=O)C=CC=C2 (2,3-dihydro-3-(2-methoxy phenyl)-1,5-benzothiazepin-4(5H)-one). Yield: 87.2%. Reaction SMILES: [NH2:1][C:2]1[CH:7]=[CH:6][CH:5]=[CH:4][C:3]=1[S:8][CH2:9][CH:10]([C:14]1[CH:19]=[CH:18][CH:17]=[CH:16][C:15]=1[O:20][CH3:21])[C:11](O)=[O:12].C1(N=C=NC2CCCCC2)CCCCC1>C(O)C>[CH3:21][O:20][C:15]1[CH:16]=[CH:17][CH:18]=[CH:19][C:14]=1[CH:10]1[C:11](=[O:12])[NH:1][C:2]2[CH:7]=[CH:6][CH:5]=[CH:4][C:3]=2[S:8][CH2:9]1. Reported procedure: 11.7 g of the acid of Step D, 7.95 g of dicyclohexylcarbodiimide and 350 ml of ethanol were stirred for 6 hours at ambient temperature and after evaporation to dryness, the residue was taken up in 1500 ml of methylene chloride. The insoluble part was filtered off and the filtrate was concentrated to dryness. The residue was taken up in 1500 ml of ethanol and separation was effected to obtain 9.6 g of the desired product melting at 219° C. which was used as is for the following step. An analytica... The reactants are C1COCCO1, CCOC(C)=O, O=C(Cl)OCc1ccccc1, CCCCCCCCCCCCCCC(O)C(O)C(N)CO, [Na+], O=C([O-])O. The product is CCCCCCCCCCCCCCC(O)C(O)C(CO)NC(=O)OCc1ccccc1. Reaction SMILES: [CH2:39]1[O:40][CH2:41][CH2:42][O:43][CH2:44]1.[CH3:45][CH2:46][O:47][C:48]([CH3:49])=[O:50].[Cl:28][C:29](=[O:30])[O:31][CH2:32][c:33]1[cH:34][cH:35][cH:36][cH:37][cH:38]1.[NH2:1][CH:2]([CH2:3][OH:4])[CH:5]([CH:6]([CH2:7][CH2:8][CH2:9][CH2:10][CH2:11][CH2:12][CH2:13][CH2:14][CH2:15][CH2:16][CH2:17][CH2:18][CH2:19][CH3:20])[OH:21])[OH:22].[Na+:27].[O-:23][C:24]([OH:25])=[O:26]>>[NH:1]([CH:2]([CH2:3][OH:4])[CH:5]([CH:6]([CH2:7][CH2:8][CH2:9][CH2:10][CH2:11][CH2:12][CH2:13][CH2:14][CH2:15][CH2:16][CH2:17][CH2:18][CH2:19][CH3:20])[OH:21])[OH:22])[C:29](=[O:30])[O:31][CH2:32][c:33]1[cH:34][cH:35][cH:36][cH:37][cH:38]1. As a reaction SMILES: [C:1]([CH3:2])([CH3:3])([CH3:4])[Si:5]([O:6][CH:7]1[CH2:8][CH2:9][CH:10]([n:13]2[n:14][cH:15][c:16](-[c:18]3[c:19]4[c:20]([c:21]([N:24]([C:25](=[O:26])[O:27][C:28]([CH3:29])([CH3:30])[CH3:31])[C:32](=[O:33])[O:34][C:35]([CH3:36])([CH3:37])[CH3:38])[n:22][cH:23]3)[o:39][cH:40][cH:41]4)[cH:17]2)[CH2:11][CH2:12]1)([CH3:42])[CH3:43].[CH2:57]1[O:58][CH2:59][CH2:60][CH2:61]1.[CH:44]([N-:45][CH:46]([CH3:47])[CH3:48])([CH3:49])[CH3:50].[Cl:52][Sn:53]([CH3:54])([CH3:55])[CH3:56].[Li+:51]>>[C:1]([CH3:2])([CH3:3])([CH3:4])[Si:5]([O:6][CH:7]1[CH2:8][CH2:9][CH:10]([n:13]2[n:14][cH:15][c:16](-[c:18]3[c:19]4[c:20]([c:21]([N:24]([C:25](=[O:26])[O:27][C:28]([CH3:29])([CH3:30])[CH3:31])[C:32](=[O:33])[O:34][C:35]([CH3:36])([CH3:37])[CH3:38])[n:22][cH:23]3)[o:39][c:40]([Sn:53]([CH3:54])([CH3:55])[CH3:56])[cH:41]4)[cH:17]2)[CH2:11][CH2:12]1)([CH3:42])[CH3:43]. Reactants: CC(C)(C)OC(=O)N(C(=O)OC(C)(C)C)c1ncc(-c2cnn(C3CCC(O[Si](C)(C)C(C)(C)C)CC3)c2)c2ccoc12, C1CCOC1, CC(C)[N-]C(C)C, C[Sn](C)(C)Cl, [Li+]. Yields the product CC(C)(C)OC(=O)N(C(=O)OC(C)(C)C)c1ncc(-c2cnn(C3CCC(O[Si](C)(C)C(C)(C)C)CC3)c2)c2cc([Sn](C)(C)C)oc12. Starting materials: ClCCCBr, COc1ccc(C(C#N)C(C)C)cc1OC, Cc1ccccc1, [NH2-], [Na], O. Yields the product COc1ccc(C(C#N)(CCCCl)C(C)C)cc1OC. As a reaction SMILES: [Br:19][CH2:20][CH2:21][CH2:22][Cl:23].[CH3:1][O:2][c:3]1[cH:4][c:5]([CH:11]([C:12]#[N:13])[CH:14]([CH3:15])[CH3:16])[cH:6][cH:7][c:8]1[O:9][CH3:10].[CH3:25][c:26]1[cH:27][cH:28][cH:29][cH:30][cH:31]1.[NH2-:18].[Na:17].[OH2:24]>>[CH3:1][O:2][c:3]1[cH:4][c:5]([C:11]([C:12]#[N:13])([CH:14]([CH3:15])[CH3:16])[CH2:20][CH2:21][CH2:22][Cl:23])[cH:6][cH:7][c:8]1[O:9][CH3:10].